This data is from the Open Reaction Database (ORD), a public repository of structured organic reaction records. The task is: describe an organic reaction: reactants, conditions, products, and yield Starting materials: [N+](=O)([O-])C=1C=C(C=C2C=C(NC12)C(=O)OCC)OC(F)(F)F (ethyl 7-nitro-5-(trifluoromethoxy)-1H-indole-2-carboxylate). The reagents and catalysts are [C].[Pd] (palladium-carbon). Run in O1CCCC1 (tetrahydrofuran). Yields the product NC=1C=C(C=C2C=C(NC12)C(=O)OCC)OC(F)(F)F (ethyl 7-amino-5-(trifluoromethoxy)-1H-indole-2-carboxylate). Isolated yield 94.9%. As a reaction SMILES: [N+:1]([C:4]1[CH:5]=[C:6]([O:18][C:19]([F:22])([F:21])[F:20])[CH:7]=[C:8]2[C:12]=1[NH:11][C:10]([C:13]([O:15][CH2:16][CH3:17])=[O:14])=[CH:9]2)([O-])=O>[C].[Pd].O1CCCC1>[NH2:1][C:4]1[CH:5]=[C:6]([O:18][C:19]([F:22])([F:20])[F:21])[CH:7]=[C:8]2[C:12]=1[NH:11][C:10]([C:13]([O:15][CH2:16][CH3:17])=[O:14])=[CH:9]2 |f:1.2|. Procedure details: A mixture of ethyl 7-nitro-5-(trifluoromethoxy)-1H-indole-2-carboxylate (3.06 g), 10% palladium-carbon (50% containing water, 600 mg) and tetrahydrofuran (150 mL) was subjected to catalytic reduction under hydrogen atmosphere at normal pressure. The palladium-carbon was removed by filtration, and the filtrate was concentrated. The obtained crystals were washed with hexane to give the title compound (2.63 g, yield 95%) as colorless crystals. The crystals were recrystallized from ethyl acetate-hex... Starting materials: ClCCl, CCC(=O)OC1C(COC(C)=O)OC(n2ccc3c(N)ncnc32)C1OC(C)=O, O, O=[N+]([O-])O, O=S(=O)(O)O. The product is CCC(=O)OC1C(COC(C)=O)OC(n2cc([N+](=O)[O-])c3c(N)ncnc32)C1OC(C)=O. As a reaction SMILES: [Cl:39][CH2:40][Cl:41].[NH2:1][c:2]1[c:3]2[c:4]([n:5][cH:6][n:7]1)[n:8]([CH:11]1[CH:12]([O:13][C:14]([CH3:15])=[O:16])[CH:17]([O:18][C:19]([CH2:20][CH3:21])=[O:22])[CH:23]([CH2:25][O:26][C:27]([CH3:28])=[O:29])[O:24]1)[cH:9][cH:10]2.[OH2:42].[OH:30][N+:31]([O-:32])=[O:33].[S:34](=[O:35])(=[O:36])([OH:37])[OH:38]>>[NH2:1][c:2]1[c:3]2[c:4]([n:5][cH:6][n:7]1)[n:8]([CH:11]1[CH:12]([O:13][C:14]([CH3:15])=[O:16])[CH:17]([O:18][C:19]([CH2:20][CH3:21])=[O:22])[CH:23]([CH2:25][O:26][C:27]([CH3:28])=[O:29])[O:24]1)[cH:9][c:10]2[N+:31](=[O:30])[O-:32]. Starting materials: COc1ccc(C(C)=O)c(N)c1C, Cc1ccccc1, CCN(C(C)C)C(C)C, CC(C)c1csc(C(=O)O)n1, O=C(Cl)C(=O)Cl. Product: COc1ccc(C(C)=O)c(NC(=O)c2nc(C(C)C)cs2)c1C. RXN SMILES: [CH3:27][c:28]1[c:29]([NH2:30])[c:31]([C:37]([CH3:38])=[O:39])[cH:32][cH:33][c:34]1[O:35][CH3:36].[CH3:40][c:41]1[cH:42][cH:43][cH:44][cH:45][cH:46]1.[CH:18]([N:19]([CH:20]([CH3:21])[CH3:22])[CH2:23][CH3:24])([CH3:25])[CH3:26].[CH:7]([CH3:8])([CH3:9])[c:10]1[n:11][c:12]([C:15](=[O:16])[OH:17])[s:13][cH:14]1.[Cl:1][C:2]([C:3]([Cl:4])=[O:5])=[O:6]>>[CH:7]([CH3:8])([CH3:9])[c:10]1[n:11][c:12]([C:15](=[O:17])[NH:30][c:29]2[c:28]([CH3:27])[c:34]([O:35][CH3:36])[cH:33][cH:32][c:31]2[C:37]([CH3:38])=[O:39])[s:13][cH:14]1. Reactants: OC=1C=C(C(=O)OCC)C=CC1 (ethyl 3-hydroxybenzoate), BrCCC=C (4-bromo-1-butene), C([O-])([O-])=O.[K+].[K+] (potassium carbonate). Solvent: CC(CC)=O (2-butanone). Product: C(CC=C)OC=1C=C(C(=O)O)C=CC1 (3-But-3-enyloxy-benzoic acid). As a reaction SMILES: [OH:1][C:2]1[CH:3]=[C:4]([CH:10]=[CH:11][CH:12]=1)[C:5]([O:7]CC)=[O:6].Br[CH2:14][CH2:15][CH:16]=[CH2:17].C(=O)([O-])[O-].[K+].[K+]>CC(=O)CC>[CH2:17]([O:1][C:2]1[CH:3]=[C:4]([CH:10]=[CH:11][CH:12]=1)[C:5]([OH:7])=[O:6])[CH2:16][CH:15]=[CH2:14] |f:2.3.4|. Procedure details: The reaction of ethyl 3-hydroxybenzoate and 4-bromo-1-butene in 2-butanone in the presence of potassium carbonate was performed as described in Example 2 to give 3-But-3-enyloxy-benzoic acid as white powder. 1H-NMR (400 MHz, d6-DMSO): 12.96 (s, —CO2H); 7.48 (d-like, 1 arom. H); 7.40 (m, 2 arom. H); 7.18 (m, 1 arom. H); 5.86 (m, —CH═CH2); 5.15, 5.08 (2 d-like, CH═CH2); 4.03 (t, J=6.6, OCH2—CH2—CH2═CH2); 2.47 (m, OCH2—CH2—CH═CH2). 13C-NMR (100 MHz, d6-DMSO): 167.07 (—C═O); 158.44; 134.79; 132.18; ... Reactants: CCOC(=O)N1CCNCC1, O=C1CCOCC1. The product is C1CN(C2CCOCC2)CCN1. As a reaction SMILES: [CH2:1]([O:2][C:4](=[O:3])[N:6]1[CH2:7][CH2:8][NH:9][CH2:10][CH2:11]1)[CH3:5].[O:12]1[CH2:13][CH2:14][C:15](=[O:18])[CH2:16][CH2:17]1>>[CH:4]1([N:6]2[CH2:7][CH2:8][NH:9][CH2:10][CH2:11]2)[CH2:14][CH2:13][O:12][CH2:17][CH2:16]1. The reactants are ClC=1C=C(OC[C@H]2CN(C(O2)=O)[C@H](CO)C)C=CC1 (2(S)-[5(R)-(3-chlorophenoxymethyl)-2-oxooxazolidin-3-yl]propanol), N(=NC(=O)N1CCCCC1)C(=O)N1CCCCC1 (azodicarbonyldipiperidine), OC1=CC=C(CC2C(N(C(S2)=O)C(C2=CC=CC=C2)(C2=CC=CC=C2)C2=CC=CC=C2)=O)C=C1 (5-(4-hydroxybenzyl)-3-triphenylmethylthiazolidine-2,4-dione), C(CCC)P(CCCC)CCCC (tributylphosphine). Run in C1=CC=CC=C1 (benzene). Product: ClC=1C=C(OC[C@H]2CN(C(O2)=O)[C@H](COC2=CC=C(CC3C(N(C(S3)=O)C(C3=CC=CC=C3)(C3=CC=CC=C3)C3=CC=CC=C3)=O)C=C2)C)C=CC1 (5-[4-{2(S)-[5(R)-(3-Chlorophenoxymethyl)-2-oxooxazolidin -3-yl]propoxy}benzyl]-3-triphenylmethylthiazolidine-2,4-dione). Yield: 66.9%. As a reaction SMILES: [Cl:1][C:2]1[CH:3]=[C:4]([CH:17]=[CH:18][CH:19]=1)[O:5][CH2:6][C@@H:7]1[O:11][C:10](=[O:12])[N:9]([C@@H:13]([CH3:16])[CH2:14][OH:15])[CH2:8]1.O[C:21]1[CH:53]=[CH:52][C:24]([CH2:25][CH:26]2[S:30][C:29](=[O:31])[N:28]([C:32]([C:45]3[CH:50]=[CH:49][CH:48]=[CH:47][CH:46]=3)([C:39]3[CH:44]=[CH:43][CH:42]=[CH:41][CH:40]=3)[C:33]3[CH:38]=[CH:37][CH:36]=[CH:35][CH:34]=3)[C:27]2=[O:51])=[CH:23][CH:22]=1.C(P(CCCC)CCCC)CCC.N(C(N1CCCCC1)=O)=NC(N1CCCCC1)=O>C1C=CC=CC=1>[Cl:1][C:2]1[CH:3]=[C:4]([CH:17]=[CH:18][CH:19]=1)[O:5][CH2:6][C@@H:7]1[O:11][C:10](=[O:12])[N:9]([C@@H:13]([CH3:16])[CH2:14][O:15][C:21]2[CH:53]=[CH:52][C:24]([CH2:25][CH:26]3[S:30][C:29](=[O:31])[N:28]([C:32]([C:45]4[CH:50]=[CH:49][CH:48]=[CH:47][CH:46]=4)([C:39]4[CH:40]=[CH:41][CH:42]=[CH:43][CH:44]=4)[C:33]4[CH:38]=[CH:37][CH:36]=[CH:35][CH:34]=4)[C:27]3=[O:51])=[CH:23][CH:22]=2)[CH2:8]1. Procedure details: A procedure similar to that described in Preparation 6 was repeated, except that 0.46 g of 2(S)-[5(R)-(3-chlorophenoxymethyl)-2-oxooxazolidin-3-yl]propanol (prepared as described in Preparation 36), 0.90 g of 5-(4-hydroxybenzyl)-3-triphenylmethylthiazolidine-2,4-dione, 0.39 g of tributylphosphine, 0.49 g of azodicarbonyldipiperidine and 30 ml of anhydrous benzene were used, to give 0.79 g of the title compound having an Rf value of 0.26 (on silica gel thin layer chromatography, using a 1:1 by vo... Starting materials: BrCCBr, COc1ccc(Br)cc1, CO, Cl, [Mg], [Na+], C1CCOC1, [OH-], N#Cc1nccc2ccccc12. Yields the product COc1ccc(C(=O)c2nccc3ccccc23)cc1. As a reaction SMILES: [Br:10][CH2:11][CH2:12][Br:13].[Br:1][c:2]1[cH:3][cH:4][c:5]([O:8][CH3:9])[cH:6][cH:7]1.[CH3:35][OH:36].[ClH:27].[Mg:14].[Na+:29].[O:30]1[CH2:31][CH2:32][CH2:33][CH2:34]1.[OH-:28].[c:15]1([C:25]#[N:26])[n:16][cH:17][cH:18][c:19]2[cH:20][cH:21][cH:22][cH:23][c:24]12>>[c:2]1([C:25]([c:15]2[n:16][cH:17][cH:18][c:19]3[cH:20][cH:21][cH:22][cH:23][c:24]23)=[O:28])[cH:3][cH:4][c:5]([O:8][CH3:9])[cH:6][cH:7]1.